From a dataset of the Open Reaction Database (ORD), a public repository of structured organic reaction records. describe an organic reaction: reactants, conditions, products, and yield Starting materials: [OH-].[Na+] (Sodium hydroxide), O (water), C(C)OC(=O)CN1C(COC2=C1C=CC(=C2)F)=O (4-ethoxycarbonylmethyl-7-fluoro-2H-1,4-benzoxazin-3(4H)-one). Solvent: C(C)O (ethanol). Yields the product C(=O)(O)CN1C(COC2=C1C=CC(=C2)F)=O (4-carboxymethyl-7-fluoro-2H-1,4-benzoxazin-3(4H)-one). The yield is 97.3%. As a reaction SMILES: [OH-].[Na+].O.C([O:6][C:7]([CH2:9][N:10]1[C:15]2[CH:16]=[CH:17][C:18]([F:20])=[CH:19][C:14]=2[O:13][CH2:12][C:11]1=[O:21])=[O:8])C>C(O)C>[C:7]([CH2:9][N:10]1[C:15]2[CH:16]=[CH:17][C:18]([F:20])=[CH:19][C:14]=2[O:13][CH2:12][C:11]1=[O:21])([OH:8])=[O:6] |f:0.1|. Procedure: Sodium hydroxide (0.7 g) and water (10 ml) were added to a mixture of 4-ethoxycarbonylmethyl-7-fluoro-2H-1,4-benzoxazin-3(4H)-one (3.7 g) and ethanol (20 ml), and the mixture was refluxed under heating for 5 hours. After the reaction, the solvent was concentrated, and dissolved in water (50 ml), and washed with methylisobutyl ketone, the aqueous layer was acidified with hydrochloric acid, and extracted with methyl isobutyl ketone, then dried with anhydrous sodium sulfate. After the solvent was d... Starting materials: FC1=C(C=C(C=C1)I)F (1,2-difluoro-4-iodobenzene), compound 33b, C(C)OC(C(CC(C)C)C=1C=C(C=C(C1)C1CNCCC1)C1=CC=C(C=C1)C(F)(F)F)=O (4-Methyl-2-(5-piperidin-3-yl-4′-trifluoromethyl-biphenyl-3-yl)-pentanoic acid ethyl ester), N1[C@H](C(=O)O)CCC1 (L-proline), C([O-])([O-])=O.[K+].[K+] (potassium carbonate). Reagents/catalysts: [I].[Cu] (copper iodine). Run in CS(=O)C (dimethylsulfoxide). Run at temperature 90 celsius, time 48 hour. Product: C(C)OC(C(CC(C)C)C=1C=C(C=C(C1)C1CN(CCC1)C1=CC(=C(C=C1)F)F)C1=CC=C(C=C1)C(F)(F)F)=O (2-{5-[1-(3,4-Difluoro-phenyl)-piperidin-3-yl]-4′-trifluoromethyl-biphenyl-3-yl}-4-methyl-pentanoic acid ethyl ester). Yield: 36.7%. RXN SMILES: [CH2:1]([O:3][C:4](=[O:32])[CH:5]([C:10]1[CH:11]=[C:12]([C:22]2[CH:27]=[CH:26][C:25]([C:28]([F:31])([F:30])[F:29])=[CH:24][CH:23]=2)[CH:13]=[C:14]([CH:16]2[CH2:21][CH2:20][CH2:19][NH:18][CH2:17]2)[CH:15]=1)[CH2:6][CH:7]([CH3:9])[CH3:8])[CH3:2].N1CCC[C@H]1C(O)=O.C(=O)([O-])[O-].[K+].[K+].[F:47][C:48]1[CH:53]=[CH:52][C:51](I)=[CH:50][C:49]=1[F:55]>CS(C)=O.[I].[Cu]>[CH2:1]([O:3][C:4](=[O:32])[CH:5]([C:10]1[CH:11]=[C:12]([C:22]2[CH:23]=[CH:24][C:25]([C:28]([F:29])([F:30])[F:31])=[CH:26][CH:27]=2)[CH:13]=[C:14]([CH:16]2[CH2:21][CH2:20][CH2:19][N:18]([C:51]3[CH:52]=[CH:53][C:48]([F:47])=[C:49]([F:55])[CH:50]=3)[CH2:17]2)[CH:15]=1)[CH2:6][CH:7]([CH3:9])[CH3:8])[CH3:2] |f:2.3.4,7.8,^1:59|. Procedure: To a solution of compound 33b, 4-Methyl-2-(5-piperidin-3-yl-4′-trifluoromethyl-biphenyl-3-yl)-pentanoic acid ethyl ester (110 mg, 0.25 mmol) in dimethylsulfoxide (0.2 ml) was added L-proline (4.4 mg, 0.04 mmol), potassium carbonate (52.5 mg, 0.38 mmol), and copper iodine (3.6 mg, 0.02 mmol). The reaction was degassed under nitrogen and 1,2-difluoro-4-iodobenzene (45.4 mg, 0.19 mmol), was added, the reaction was again degassed and then heated to 90° C. The reaction was stirred over 48 hours. The ... The reactants are FC=1C=NC(=NC1)N1C(N(C(C1)C(=O)OC(C)(C)C)C)=O (1,1-Dimethylethyl 1-(5-fluoro-2-pyrimidinyl)-3-methyl-2-oxo-4-imidazolidinecarboxylate), FC(C(=O)O)(F)F (trifluoroacetic acid). Run in ClCCl (dichloromethane). Reaction conditions: time 8 hour. The product is FC=1C=NC(=NC1)N1C(N(C(C1)C(=O)O)C)=O (1-(5-fluoro-2-pyrimidinyl)-3-methyl-2-oxo-4-imidazolidinecarboxylic acid). The yield is 112.2%. Reaction SMILES: [F:1][C:2]1[CH:3]=[N:4][C:5]([N:8]2[CH2:12][CH:11]([C:13]([O:15]C(C)(C)C)=[O:14])[N:10]([CH3:20])[C:9]2=[O:21])=[N:6][CH:7]=1.FC(F)(F)C(O)=O>ClCCl>[F:1][C:2]1[CH:3]=[N:4][C:5]([N:8]2[CH2:12][CH:11]([C:13]([OH:15])=[O:14])[N:10]([CH3:20])[C:9]2=[O:21])=[N:6][CH:7]=1. Reported procedure: A solution of 1,1-dimethylethyl 3-methyl-2-oxo-4-imidazolidinecarboxylate (300 mg, 1.498 mmol) (prepared as described in step (iii) of Example 13, starting from (4S)-2-oxo-3-{[(phenylmethyl)oxy]carbonyl}-4-imidazolidinecarboxylic acid) and 2-chloro-5-fluoropyrimidine (0.194 ml, 1.573 mmol) in 1,4-dioxane (10 ml) was treated with cesium carbonate (732 mg, 2.247 mmol), Xantphos™ (65.0 mg, 0.112 mmol), and tris(dibenzylideneacetone)dipalladium(0) (34.3 mg, 0.037 mmol) and then heated at reflux for ...